Dataset: the Open Reaction Database (ORD), a public repository of structured organic reaction records. Task: describe an organic reaction: reactants, conditions, products, and yield Reactants: ClC1=NC=CC(=N1)C=1C(=NN2C1C=CC=C2)C=2C=CC(=C(C2)NC(CC=2SC=CC2)=O)F (N-{5-[3-(2-Chloro-4-pyrimidinyl)pyrazolo[1,5-a]pyridin-2-yl]-2-fluorophenyl}-2-(2-thienyl)acetamide), N1(CCCC1)CC=1C=C(N)C=CC1 (3-(1-pyrrolidinylmethyl)aniline). Yields the product NC1CCC=2C=CC(=CC2C1)NC1=NC=CC(=N1)C=1C(=NN2C1C=CC=C2)C=2C=C(C=CC2)NC(CC=2SC=CC2)=O (N-[3-(3-{2-[(7-Amino-5,6,7,8-tetrahydro-2-naphthalenyl)amino]-4-pyrimidinyl}pyrazolo[1,5-a]pyridin-2-yl)phenyl]-2-(2-thienyl)acetamide). The yield is 55.7%. As a reaction SMILES: Cl[C:2]1[N:7]=[C:6]([C:8]2[C:9]([C:17]3[CH:18]=[CH:19][C:20](F)=[C:21]([NH:23][C:24](=[O:31])[CH2:25][C:26]4[S:27][CH:28]=[CH:29][CH:30]=4)[CH:22]=3)=[N:10][N:11]3[CH:16]=[CH:15][CH:14]=[CH:13][C:12]=23)[CH:5]=[CH:4][N:3]=1.N1([CH2:38][C:39]2[CH:40]=[C:41]([CH:43]=[CH:44][CH:45]=2)[NH2:42])CCCC1>>[NH2:3][CH:4]1[CH2:38][C:39]2[CH:40]=[C:41]([NH:42][C:2]3[N:7]=[C:6]([C:8]4[C:9]([C:17]5[CH:22]=[C:21]([NH:23][C:24](=[O:31])[CH2:25][C:26]6[S:27][CH:28]=[CH:29][CH:30]=6)[CH:20]=[CH:19][CH:18]=5)=[N:10][N:11]5[CH:16]=[CH:15][CH:14]=[CH:13][C:12]=45)[CH:5]=[CH:4][N:3]=3)[CH:43]=[CH:44][C:45]=2[CH2:6][CH2:5]1. Procedure: N-{5-[3-(2-Chloro-4-pyrimidinyl)pyrazolo[1,5-a]pyridin-2-yl]-2-fluorophenyl}-2-(2-thienyl)acetamide (100 mg, 0.22 mmol) and 3-(1-pyrrolidinylmethyl)aniline (78 mg, 0.44 mmol) were coupled according to the procedure of Example 56, Step H to give of the title compound (35 mg, 26%). 1H NMR (400 MHz, d6-DMSO) δ 10.11 (s, 1H), 9.49 (s, 1H), 8.80 (d, J=6.8 Hz, 1H), 8.44 (d, J=8.8 Hz, 1H), 8.26-8.22 (m, 2H), 7.64 (s, 1H), 7.59 (d, J=8.0 Hz, 1H), 7.43 (t, J=7.8 Hz, 1H), 7.37-7.32 (m, 3H), 7.16-7.07 (m, ... The reactants are ClC1=CC=[N+](C2=CC(=CC=C12)OC(F)(F)F)[O-] (4-Chloro-7-trifluoromethoxyquinoline-1-oxide), [OH-].[K+] (potassium hydroxide). Solvent: industrial methylated spirit. The product is OC1=CC=[N+](C2=CC(=CC=C12)OC(F)(F)F)[O-] (4-hydroxy-7-trifluoromethoxyquinoline-1-oxide). As a reaction SMILES: Cl[C:2]1[C:11]2[C:6](=[CH:7][C:8]([O:12][C:13]([F:16])([F:15])[F:14])=[CH:9][CH:10]=2)[N+:5]([O-:17])=[CH:4][CH:3]=1.[OH-:18].[K+]>>[OH:18][C:2]1[C:11]2[C:6](=[CH:7][C:8]([O:12][C:13]([F:16])([F:15])[F:14])=[CH:9][CH:10]=2)[N+:5]([O-:17])=[CH:4][CH:3]=1 |f:1.2|. Procedure details: 4-Chloro-7-trifluoromethoxyquinoline-1-oxide (9.4 g) and potassium hydroxide (20.0 g) were dissolved in industrial methylated spirit (320 ml) and the solution was heated under reflux for 90 minutes. The solvent was removed by evaporation and the residue dissolved in water (100 ml). Glacial acetic acid (40 ml) was added at 0 to 5°, the precipitate collected, washed with water (2×10 ml) and crystallised from methanol (120 ml) to give the novel compound 4-hydroxy-7-trifluoromethoxyquinoline-1-oxide... Starting materials: O (water), C1(=CC=CC=C1)O (Phenol), OCC1=CC=CC1=C (hydroxymethyl-fulvene), B(F)(F)F.CCOCC (boron triflouride etherate). Run in C(Cl)Cl (CH2Cl2). Reaction conditions: temperature -78 celsius, time 1 hour. Product: OC1=CC=C(CC2=CC=CC2=C)C=C1 (p-Hydroxybenzylfulvene). The yield is 174.5%. RXN SMILES: [C:1]1([OH:7])[CH:6]=[CH:5][CH:4]=[CH:3][CH:2]=1.O[CH2:9][C:10]1[C:14](=[CH2:15])[CH:13]=[CH:12][CH:11]=1.B(F)(F)F.CCOCC.O>C(Cl)Cl>[OH:7][C:1]1[CH:6]=[CH:5][C:4]([CH2:15][C:14]2[C:10](=[CH2:9])[CH:11]=[CH:12][CH:13]=2)=[CH:3][CH:2]=1 |f:2.3|. Procedure details: Phenol (40 mg, 0.4 mmol) was added to a solution of hydroxymethyl-fulvene (70 mg, 0.28 mmol) in dry CH2Cl2 (25 mL). The mixture was cooled to -78° C. and boron triflouride etherate (0.3 mL, 2.7 mmol) was added dropwise. The reaction was stirred at that temperature for 1 hour and water was added to quench the reaction. The organic layer was washed with H2O, NaHCO3 and brine, and dried over MgSO4. Chromatography on silica gel with hexane-ethyl acetate yielded 90 mg (98%) of red crystals (m.p. 143°...